The task is: describe an organic reaction: reactants, conditions, products, and yield. This data is from the Open Reaction Database (ORD), a public repository of structured organic reaction records. Reactants: ClC=1C=C(C=CC1F)NC1=NC=NC(=C1)Cl (4-(3-chloro-4-fluorophenylamino)-6-chloropyrimidine), COC1=C(N)C=C(C=C1)[N+](=O)[O-] (2-methoxy-5-nitroaniline). Product: NC=1C=CC(=C(C1)NC1=NC=NC(=C1)NC1=CC(=C(C=C1)F)Cl)OC (N-(5-amino-2-methoxyphenyl)-N′-(3-chloro-4-fluorophenyl)pyrimidine-4,6-diamine). RXN SMILES: [Cl:1][C:2]1[CH:3]=[C:4]([NH:9][C:10]2[CH:15]=[C:14](Cl)[N:13]=[CH:12][N:11]=2)[CH:5]=[CH:6][C:7]=1[F:8].[CH3:17][O:18][C:19]1[CH:25]=[CH:24][C:23]([N+:26]([O-])=O)=[CH:22][C:20]=1[NH2:21]>>[NH2:26][C:23]1[CH:24]=[CH:25][C:19]([O:18][CH3:17])=[C:20]([NH:21][C:14]2[CH:15]=[C:10]([NH:9][C:4]3[CH:5]=[CH:6][C:7]([F:8])=[C:2]([Cl:1])[CH:3]=3)[N:11]=[CH:12][N:13]=2)[CH:22]=1. Procedure: In a manner substantially similar to that described above 4-(3-chloro-4-fluorophenylamino)-6-chloropyrimidine and 2-methoxy-5-nitroaniline gave N-(5-amino-2-methoxyphenyl)-N′-(3-chloro-4-fluorophenyl)pyrimidine-4,6-diamine. (Int-G) MS (m/z): 360/362 (M+1). The product is C1(CCCCC1)CN1C=C(C(C2=CC=CC=C12)=O)C(C1=CC(=C(C=C1)C)C)=O (1-cyclohexylmethyl-3-(3,4-dimethyl-benzoyl)-1H-quinolin-4-one). Solvent: CCCCCC (hexane), C(C)(=O)OCC (ethyl acetate). Procedure: The titled compound was prepared following the procedure described in Step 3 of Example 1. 63 mg (0.23 mmol) of 3-(3,4-dimethyl-benzoyl)-1H-quinolin-4-one 3a, 12 mg (0.30 mmol) of 60% sodium hydride and 52 mg (0.30 mmol) of cyclohexylmethyl bromide and 0.9 mL N,N-dimethylformamide were combined at 90° C. for 5 h. Flash chromatography using 10-75% ethyl acetate in hexane yielded 50 mg of the product 4b as white solid: LC-MSD, m/z for C25H27NO2 [M+H]+=374.6; HPLC retention time: 2.8 min; 1H NMR (4... Isolated yield 58.2%. As a reaction SMILES: [CH3:1][C:2]1[CH:3]=[C:4]([CH:18]=[CH:19][C:20]=1[CH3:21])[C:5]([C:7]1[C:16](=[O:17])[C:15]2[C:10](=[CH:11][CH:12]=[CH:13][CH:14]=2)[NH:9][CH:8]=1)=[O:6].[H-].[Na+].[CH:24]1([CH2:30]Br)[CH2:29][CH2:28][CH2:27][CH2:26][CH2:25]1.CN(C)C=O>CCCCCC.C(OCC)(=O)C>[CH:24]1([CH2:30][N:9]2[C:10]3[C:15](=[CH:14][CH:13]=[CH:12][CH:11]=3)[C:16](=[O:17])[C:7]([C:5](=[O:6])[C:4]3[CH:18]=[CH:19][C:20]([CH3:21])=[C:2]([CH3:1])[CH:3]=3)=[CH:8]2)[CH2:29][CH2:28][CH2:27][CH2:26][CH2:25]1 |f:1.2|. Starting materials: CC=1C=C(C(=O)C2=CNC3=CC=CC=C3C2=O)C=CC1C (3-(3,4-Dimethyl-benzoyl)-1H-quinolin-4-one), [H-].[Na+] (sodium hydride), C1(CCCCC1)CBr (cyclohexylmethyl bromide), CN(C=O)C (N,N-dimethylformamide). Starting materials: C(C)(C)(C)OC(N[C@H]([C@@H](C1=CC(=CC=C1)OC)O)C)=O (tert-butyl[(1S,2R)-2-hydroxy-2-(3-methoxyphenyl)-1-methylethyl]carbamate), O (water), C(=O)(C(F)(F)F)O (TFA), O (water). Solvent: ClCCl (dichloromethane). Run at time 1 hour. The product is N[C@H]([C@H](O)C1=CC(=CC=C1)OC)C ((1R,2S)-2-amino-1-(3-methoxyphenyl)propan-1-ol). RXN SMILES: C(OC(=O)[NH:7][C@@H:8]([CH3:19])[C@H:9]([OH:18])[C:10]1[CH:15]=[CH:14][CH:13]=[C:12]([O:16][CH3:17])[CH:11]=1)(C)(C)C.O.C(O)(C(F)(F)F)=O>ClCCl>[NH2:7][C@@H:8]([CH3:19])[C@@H:9]([C:10]1[CH:15]=[CH:14][CH:13]=[C:12]([O:16][CH3:17])[CH:11]=1)[OH:18]. Procedure: To a stirred solution of tert-butyl[(1S,2R)-2-hydroxy-2-(3-methoxyphenyl)-1-methylethyl]carbamate (317 mg, 1.13 mmol) in dichloromethane (3 ml) was added water (3 ml), and TFA (5 ml), so that a clear solution has been obtained. The mixture was stirred at r.t. for 1 h, than poured into water (30 ml). The aqueous layer was washed with dichloromethane (30 ml), and made alkaline (pH≈10) by addition of 10 N aqueous NaOH. Brine (20 ml) was added, and the solution was extracted with dichloromethane (3×... As a reaction SMILES: [C:1]1([CH2:7][C@@H:8]([NH:18][C:19]([C:21]2([NH:26][C:27]([C:29]3[S:33][C:32]4[CH:34]=[CH:35][CH:36]=[CH:37][C:31]=4[CH:30]=3)=[O:28])[CH2:25][CH2:24][CH2:23][CH2:22]2)=[O:20])[C:9](=[O:17])[NH:10][CH:11]2CCNC[CH2:12]2)[CH:6]=[CH:5][CH:4]=[CH:3][CH:2]=1.[N:38]1[CH:43]=[CH:42][CH:41]=[CH:40][C:39]=1C=O.[OH:46][C:47]([C:49]([F:52])([F:51])[F:50])=[O:48].C1(C[C@@H](NC(C2(NC(C3SC4C=CC=CC=4C=3)=O)CCCC2)=O)C(=O)NC2CCN(CC3C=CC=CN=3)CC2)C=CC=CC=1>>[OH:48][C:47]([C:49]([F:52])([F:51])[F:50])=[O:46].[C:1]1([CH2:7][C@@H:8]([NH:18][C:19]([C:21]2([NH:26][C:27]([C:29]3[S:33][C:32]4[CH:34]=[CH:35][CH:36]=[CH:37][C:31]=4[CH:30]=3)=[O:28])[CH2:25][CH2:24][CH2:23][CH2:22]2)=[O:20])[C:9](=[O:17])[NH:10][CH2:11][CH2:12][CH:41]2[CH2:40][CH2:39][NH:38][CH2:43][CH2:42]2)[CH:6]=[CH:5][CH:4]=[CH:3][CH:2]=1 |f:2.3,4.5|. Procedure details: 200 mg (0.31 mmol) of benzo[b]thiophene-2-carboxylic acid {1-[2-phenyl-1(R)-(piperidin-4-ylcarbamoyl)-ethylcarbamoyl]-cyclopentyl}-amide are used for the reaction of reductive amination with pyridine 2-carboxaldehyde (64 mg, 0.6 mmol), to yield, after purification by preparative HPLC according to the method already described in the previous Examples, the desired product benzo[b]thiophene-2-carboxylic acid {1-[2-phenyl-1(R)-(1-pyridin-2-ylmethyl-piperidin-4-ylcarbamoyl)-ethylcarbamoyl]-cyclopenty... The reactants are C1(=CC=CC=C1)C[C@H](C(NC1CCNCC1)=O)NC(=O)C1(CCCC1)NC(=O)C1=CC2=C(S1)C=CC=C2 (benzo[b]thiophene-2-carboxylic acid {1-[2-phenyl-1(R)-(piperidin-4-ylcarbamoyl)-ethylcarbamoyl]-cyclopentyl}-amide), N1=C(C=CC=C1)C=O (pyridine 2-carboxaldehyde), OC(=O)C(F)(F)F.C1(=CC=CC=C1)C[C@H](C(NC1CCN(CC1)CC1=NC=CC=C1)=O)NC(=O)C1(CCCC1)NC(=O)C1=CC2=C(S1)C=CC=C2 (benzo[b]thiophene-2-carboxylic acid {1-[2-phenyl-1(R)-(1-pyridin-2-ylmethyl-piperidin-4-ylcarbamoyl)-ethylcarbamoyl]-cyclopentyl}-amide TFA salt). Yields the product OC(=O)C(F)(F)F.C1(=CC=CC=C1)C[C@H](C(NCCC1CCNCC1)=O)NC(=O)C1(CCCC1)NC(=O)C1=CC2=C(S1)C=CC=C2 (benzo[b]thiophene-2-carboxylic acid {1-[2-phenyl-1(R)-(2-piperidin-4-yl-ethyl carbamoyl) -ethylcarbamoyl]-cyclopentyl}-amide TFA salt).